This data is from the Open Reaction Database (ORD), a public repository of structured organic reaction records. The task is: describe an organic reaction: reactants, conditions, products, and yield The reactants are C(C)(=O)SCC1=CC=C(C(=O)OCC=C)C=C1 (allyl 4-(acetylthiomethyl)benzoate), C(C)(=O)OC1CC(N1)=O (4-acetoxyazetidin-2-one), C(C=C)O (Allyl alcohol), CC(C)([O-])C.[K+] (potassium tert-butoxide). The solvent is O1CCCC1 (tetrahydrofuran), O1CCCC1 (tetrahydrofuran), O1CCCC1 (tetrahydrofuran). Conditions: time 1 hour. The product is ethyl acetate-petrol, C(C=C)OC(=O)C1=CC=C(CSC2CC(N2)=O)C=C1 (4-(4-Allyloxycarbonylbenzylthio)azetidin-2-one). Isolated yield 82.0%. As a reaction SMILES: C(O)C=C.CC(C)([O-])C.[K+].[C:11]([S:14][CH2:15][C:16]1[CH:27]=[CH:26][C:19]([C:20]([O:22][CH2:23][CH:24]=[CH2:25])=[O:21])=[CH:18][CH:17]=1)(=O)[CH3:12].C([O:31][CH:32]1[NH:35]C(=O)C1)(=O)C>O1CCCC1>[CH2:23]([O:22][C:20]([C:19]1[CH:26]=[CH:27][C:16]([CH2:15][S:14][CH:11]2[NH:35][C:32](=[O:31])[CH2:12]2)=[CH:17][CH:18]=1)=[O:21])[CH:24]=[CH2:25] |f:1.2|. Procedure details: Allyl alcohol (27 ml) in dry tetrahydrofuran (50 ml) was added dropwise to a solution of potassium tert-butoxide (4.93 g, 0.044 moles) in dry tetrahydrofuran (100 ml). After stirring for 5 minutes a solution of allyl 4-(acetylthiomethyl)benzoate (10.1 g, 0.04 moles) in dry tetrahydrofuran (100 ml) was added dropwise. After stirring for 15 minutes a solution of 4-acetoxyazetidin-2-one (5.16 g, 0.04 moles) was added dropwise. The mixture was stirred for 1 hour and evaporated. The residue was parti...